Dataset: the Open Reaction Database (ORD), a public repository of structured organic reaction records. Task: describe an organic reaction: reactants, conditions, products, and yield Starting materials: [Cl-].[NH4+] (ammonium chloride), nitro, CC1=C(NCC2CCCO2)C=CC(=C1)[N+](=O)[O-] (2-methyl-4-nitro-N-tetrahydrofurfurylaniline). Reagents/catalysts: [Zn] (zinc). Solvent: aqueous-alcoholic solution. Product: O.Cl.Cl.CC1=C(NCC2CCCO2)C=CC(=C1)N (2-methyl-4-amino-N-tetrahydrofurfurylaniline dihydrochloride monohydrate). As a reaction SMILES: [Cl-:1].[NH4+].[CH3:3][C:4]1[CH:16]=[C:15]([N+:17]([O-])=O)[CH:14]=[CH:13][C:5]=1[NH:6][CH2:7][CH:8]1[O:12][CH2:11][CH2:10][CH2:9]1>[Zn]>[OH2:12].[ClH:1].[ClH:1].[CH3:3][C:4]1[CH:16]=[C:15]([NH2:17])[CH:14]=[CH:13][C:5]=1[NH:6][CH2:7][CH:8]1[O:12][CH2:11][CH2:10][CH2:9]1 |f:0.1,4.5.6.7|. Reported procedure: 5 g of ammonium chloride and 83 g of zinc powder are added to 250 ml of an aqueous-alcoholic solution (85% of alcohol and 15% of water). This mixture is heated to the reflux temperature, whilst stirring, and 0.168 mol (39.8 g) of 2-methyl-4-nitro-N-tetrahydrofurfurylaniline is then added gradually. When the addition of the nitro derivative has ended and the reaction medium is completely decolorised, the latter is filtered and the filtrate is collected in 40 ml of ice-cooled hydrochloric acid (d=... Reactants: OCCNC(=O)C1=CC=C(C=C1)N1CCC(CC1)C1CCN(CC1)C(=O)OC(C)(C)C (tert-butyl 1′-(4-{[(2-hydroxyethyl)amino]carbonyl}phenyl)-4,4′-bipiperidine-1-carboxylate), C(C)(C)N=C=NC(C)C (N,N′-diisopropylcarbodiimide). Reagents/catalysts: C(F)(F)(F)S(=O)(=O)[O-].C(F)(F)(F)S(=O)(=O)[O-].[Cu+2] (Cu(OTf)2). The solvent is O1CCOCC1 (dioxane). Yields the product C(C)(C)(C)OC(=O)N1CCC(CC1)C1CCN(CC1)C1=CC=C(C=C1)C=1OCCN1 (tert-butyl-1′-[4-(4,5-dihydro-1,3-oxazol-2-yl)phenyl]-4,4′-bipiperidine-1-carboxylate). As a reaction SMILES: [OH:1][CH2:2][CH2:3][NH:4][C:5]([C:7]1[CH:12]=[CH:11][C:10]([N:13]2[CH2:18][CH2:17][CH:16]([CH:19]3[CH2:24][CH2:23][N:22]([C:25]([O:27][C:28]([CH3:31])([CH3:30])[CH3:29])=[O:26])[CH2:21][CH2:20]3)[CH2:15][CH2:14]2)=[CH:9][CH:8]=1)=O.C(N=C=NC(C)C)(C)C>O1CCOCC1.C(S([O-])(=O)=O)(F)(F)F.C(S([O-])(=O)=O)(F)(F)F.[Cu+2]>[C:28]([O:27][C:25]([N:22]1[CH2:23][CH2:24][CH:19]([CH:16]2[CH2:15][CH2:14][N:13]([C:10]3[CH:9]=[CH:8][C:7]([C:5]4[O:1][CH2:2][CH2:3][N:4]=4)=[CH:12][CH:11]=3)[CH2:18][CH2:17]2)[CH2:20][CH2:21]1)=[O:26])([CH3:29])([CH3:31])[CH3:30] |f:3.4.5|. Procedure: A solution of tert-butyl 1′-(4-{[(2-hydroxyethyl)amino]carbonyl}phenyl)-4,4′-bipiperidine-1-carboxylate (234 mg; 0.542 mmol) in dioxane (5 mL) was treated with N,N′-diisopropylcarbodiimide (68 mg; 0.084 mmol) and Cu(OTf)2 (10 mg; 0.027 mmol). The mixture was refluxed for 5 hr. The reaction was evaporated and chromatographed (PTLC; 40:1 CH2Cl2/MeOH), giving the title compound. The reactants are BrCc1ccccc1, O=C([O-])[O-], CC(C)(C)OC(=O)n1ccc(CCCC(=O)O)n1, [K+], [K+], CN(C)C=O. Product: CC(C)(C)OC(=O)n1ccc(CCCC(=O)OCc2ccccc2)n1. RXN SMILES: [Br:25][CH2:26][c:27]1[cH:28][cH:29][cH:30][cH:31][cH:32]1.[C:19](=[O:20])([O-:21])[O-:22].[C:1]([CH3:2])([CH3:3])([CH3:4])[O:5][C:6](=[O:7])[n:8]1[n:9][c:10]([CH2:13][CH2:14][CH2:15][C:16](=[O:17])[OH:18])[cH:11][cH:12]1.[K+:23].[K+:24].[O:33]=[CH:34][N:35]([CH3:36])[CH3:37]>>[C:1]([CH3:2])([CH3:3])([CH3:4])[O:5][C:6](=[O:7])[n:8]1[n:9][c:10]([CH2:13][CH2:14][CH2:15][C:16]([O:17][CH2:26][c:27]2[cH:28][cH:29][cH:30][cH:31][cH:32]2)=[O:18])[cH:11][cH:12]1.